describe an organic reaction: reactants, conditions, products, and yield From a dataset of the Open Reaction Database (ORD), a public repository of structured organic reaction records. Reactants: FC1=CC=C(C=O)C=C1 (4-fluorobenzaldehyde), C(C)(=O)OCC.CCCCCC (ethyl acetate hexane), [H-].[Na+] (Sodium hydride), CN(CCO)C1=NC=CC=N1 (2-(methyl-2-pyrimidylamino)ethanol). Run in CN(C=O)C (N,N-dimethylformamide), CN(C=O)C (N,N-dimethylformamide). Reaction conditions: time 1 hour. Product: CN(CCOC1=CC=C(C=O)C=C1)C1=NC=CC=N1 (4-[2-(methyl-2-pyrimidylamino)ethoxy]benzaldehyde). Yield: 71.6%. As a reaction SMILES: [H-].[Na+].[CH3:3][N:4]([C:8]1[N:13]=[CH:12][CH:11]=[CH:10][N:9]=1)[CH2:5][CH2:6][OH:7].F[C:15]1[CH:22]=[CH:21][C:18]([CH:19]=[O:20])=[CH:17][CH:16]=1.C(OCC)(=O)C.CCCCCC>CN(C)C=O>[CH3:3][N:4]([C:8]1[N:9]=[CH:10][CH:11]=[CH:12][N:13]=1)[CH2:5][CH2:6][O:7][C:15]1[CH:22]=[CH:21][C:18]([CH:19]=[O:20])=[CH:17][CH:16]=1 |f:0.1,4.5|. Procedure: Sodium hydride (60% in oil, 4.40 g) was added to a solution of 2-(methyl-2-pyrimidylamino)ethanol (15.3 g) in N,N-dimethylformamide (400 ml) at room temperature under nitrogen atmosphere and stirred for 1 hour. A solution of 4-fluorobenzaldehyde (13.6 g) in N,N-dimethylformamide (100 ml) was added dropwise and stirred at room temperature for 15 hours. The reaction mixture was poured onto ice (200 g) and concentrated. The residue was dissolved in ethyl acetate, washed with an aqueous saturated so...